This data is from the Open Reaction Database (ORD), a public repository of structured organic reaction records. The task is: describe an organic reaction: reactants, conditions, products, and yield Starting materials: COc1ccccc1C(C)C(=O)O, CC1CC2CNCC2C(O)(c2ccccc2F)C1. Yields the product COc1ccccc1C(C)C(=O)N1CC2CC(C)CC(O)(c3ccccc3F)C2C1. RXN SMILES: [CH3:19][O:20][c:21]1[c:22]([CH:27]([C:28](=[O:29])[OH:30])[CH3:31])[cH:23][cH:24][cH:25][cH:26]1.[F:1][c:2]1[c:3]([C:8]2([OH:18])[CH:9]3[CH2:10][NH:11][CH2:12][CH:13]3[CH2:14][CH:15]([CH3:17])[CH2:16]2)[cH:4][cH:5][cH:6][cH:7]1>>[F:1][c:2]1[c:3]([C:8]2([OH:18])[CH:9]3[CH2:10][N:11]([C:28]([CH:27]([c:22]4[c:21]([O:20][CH3:19])[cH:26][cH:25][cH:24][cH:23]4)[CH3:31])=[O:29])[CH2:12][CH:13]3[CH2:14][CH:15]([CH3:17])[CH2:16]2)[cH:4][cH:5][cH:6][cH:7]1. Reactants: O=C([O-])[O-], CC(C)=O, CCOC(=O)CCC1(NC(=O)c2ccc(Cl)c(Cl)c2)C(=O)Nc2ccccc21, [K+], [K+], BrCCCc1ccccc1. Yields the product CCOC(=O)CCC1(NC(=O)c2ccc(Cl)c(Cl)c2)C(=O)N(CCCc2ccccc2)c2ccccc21. RXN SMILES: [C:39](=[O:40])([O-:41])[O-:42].[CH3:45][C:46](=[O:47])[CH3:48].[Cl:1][c:2]1[cH:3][c:4]([C:5](=[O:6])[NH:7][C:8]2([CH2:18][CH2:19][C:20](=[O:21])[O:22][CH2:23][CH3:24])[C:9](=[O:17])[NH:10][c:11]3[cH:12][cH:13][cH:14][cH:15][c:16]32)[cH:25][cH:26][c:27]1[Cl:28].[K+:43].[K+:44].[c:29]1([CH2:35][CH2:36][CH2:37][Br:38])[cH:30][cH:31][cH:32][cH:33][cH:34]1>>[Cl:1][c:2]1[cH:3][c:4]([C:5](=[O:6])[NH:7][C:8]2([CH2:18][CH2:19][C:20](=[O:21])[O:22][CH2:23][CH3:24])[C:9](=[O:17])[N:10]([CH2:37][CH2:36][CH2:35][c:29]3[cH:30][cH:31][cH:32][cH:33][cH:34]3)[c:11]3[cH:12][cH:13][cH:14][cH:15][c:16]32)[cH:25][cH:26][c:27]1[Cl:28]. Reactants: CC(=O)O[BH-](OC(C)=O)OC(C)=O, O=C1NCNC12CCN(Cc1ccccc1)CC2, CC(C)CC=O, ClCCCl, [Na+]. The product is CC(C)CCN1CNC(=O)C12CCN(Cc1ccccc1)CC2. RXN SMILES: [C:25]([O:26][BH-:27]([O:28][C:29](=[O:30])[CH3:31])[O:32][C:33](=[O:34])[CH3:35])(=[O:36])[CH3:37].[CH2:1]([c:2]1[cH:3][cH:4][cH:5][cH:6][cH:7]1)[N:8]1[CH2:9][CH2:10][C:11]2([C:12](=[O:16])[NH:13][CH2:14][NH:15]2)[CH2:17][CH2:18]1.[CH:19]([CH2:20][CH:21]([CH3:22])[CH3:23])=[O:24].[Cl:39][CH2:40][CH2:41][Cl:42].[Na+:38]>>[CH2:1]([c:2]1[cH:3][cH:4][cH:5][cH:6][cH:7]1)[N:8]1[CH2:9][CH2:10][C:11]2([C:12](=[O:16])[NH:13][CH2:14][N:15]2[CH2:19][CH2:20][CH:21]([CH3:22])[CH3:23])[CH2:17][CH2:18]1. The reactants are [Na+], [Na+], O=C([O-])[O-], C1COCCO1, COC(=O)CCCC=Cc1ccccc1. Yields the product O=C(O)CCCC=Cc1ccccc1. Reaction SMILES: [Na+:22].[Na+:23].[O-:24][C:25](=[O:26])[O-:27].[O:16]1[CH2:17][CH2:18][O:19][CH2:20][CH2:21]1.[c:1]1([CH:7]=[CH:8][CH2:9][CH2:10][CH2:11][C:12](=[O:13])[O:14][CH3:15])[cH:2][cH:3][cH:4][cH:5][cH:6]1>>[c:1]1([CH:7]=[CH:8][CH2:9][CH2:10][CH2:11][C:12](=[O:13])[OH:14])[cH:2][cH:3][cH:4][cH:5][cH:6]1. The reactants are solution, CNC (dimethylamine), FC1=CC=C(CCN2CCC(CC2)N2C=CC3=CC=C(C=C23)CNC(CCBr)=O)C=C1 (1-[1-(4-fluorophenethyl)piperidin-4-yl]-6-(3-bromopropionylamino)methylindole), O (water), C(C)(=O)OCC (ethyl acetate). Run in O1CCCC1 (tetrahydrofuran), C1(=CC=CC=C1)C (toluene). Yields the product FC1=CC=C(CCN2CCC(CC2)N2C=CC3=CC=C(C=C23)CN2C(CCC2)=O)C=C1 (1-[1-(4-fluorophenethyl)piperidin-4-yl]-6-(2-pyrrolidon-1-yl)methylindole). As a reaction SMILES: [F:1][C:2]1[CH:31]=[CH:30][C:5]([CH2:6][CH2:7][N:8]2[CH2:13][CH2:12][CH:11]([N:14]3[C:22]4[C:17](=[CH:18][CH:19]=[C:20]([CH2:23][NH:24][C:25](=[O:29])[CH2:26][CH2:27]Br)[CH:21]=4)[CH:16]=[CH:15]3)[CH2:10][CH2:9]2)=[CH:4][CH:3]=1.[CH3:32]NC.O.C(OCC)(=O)C>O1CCCC1.C1(C)C=CC=CC=1>[F:1][C:2]1[CH:31]=[CH:30][C:5]([CH2:6][CH2:7][N:8]2[CH2:13][CH2:12][CH:11]([N:14]3[C:22]4[C:17](=[CH:18][CH:19]=[C:20]([CH2:23][N:24]5[CH2:32][CH2:27][CH2:26][C:25]5=[O:29])[CH:21]=4)[CH:16]=[CH:15]3)[CH2:10][CH2:9]2)=[CH:4][CH:3]=1. Procedure: A mixture of 1-[1-(4-fluorophenethyl)piperidin-4-yl]-6-(3-bromopropionylamino)methylindole (150 mg) obtained in Example 377, a 2 M solution (5.0 ml) of dimethylamine in tetrahydrofuran and toluene (5 ml) was heated at 80 to 90° C. for 1.5 days. Then water and ethyl acetate were added to the reaction mixtures. The organic layer was separated, washed with brine, dried over anhydrous magnesium sulfate and concentrated under reduced pressure. The resulting residue was purified by Chromatorex NH-sili... Reactants: C(C1=CC=CC=C1)OC=1C=C2C(=CNC2=CC1)C=1CCN(CC1)C (5-benzyloxy-3-(1-methyl-1,2,3,6-tetrahydropyridin-4-yl)-1H-indole), [H][H] (hydrogen). Reagents/catalysts: [Pd] (palladium on carbon). Run in C(C)O (ethanol), O1CCCC1 (tetrahydrofuran). The product is CN1CCC(CC1)C1=CNC2=CC=C(C=C12)O (3-(1-Methylpiperidin-4-yl)-5-hydroxy-1H-indole). Yield: 51.1%. Reaction SMILES: C([O:8][C:9]1[CH:10]=[C:11]2[C:15](=[CH:16][CH:17]=1)[NH:14][CH:13]=[C:12]2[C:18]1[CH2:19][CH2:20][N:21]([CH3:24])[CH2:22][CH:23]=1)C1C=CC=CC=1.[H][H]>[Pd].C(O)C.O1CCCC1>[CH3:24][N:21]1[CH2:20][CH2:19][CH:18]([C:12]2[C:11]3[C:15](=[CH:16][CH:17]=[C:9]([OH:8])[CH:10]=3)[NH:14][CH:13]=2)[CH2:23][CH2:22]1. Procedure details: A mixture of 5-benzyloxy-3-(1-methyl-1,2,3,6-tetrahydropyridin-4-yl)-1H-indole (16.4 g, 51.5 mmol) and 5% palladium on carbon (4.0 g) in ethanol (125 mL) and tetrahydrofuran (125 mL) was hydrogenated with an initial hydrogen pressure of 60 psi (413 kPa) at ambient temperature for 16 h. The reaction mixture was filtered and concentrated under reduced pressure. The residue was crystallized from methanol and THF to give 6.06 g (51%) of the title compound as white crystals: mp=234-237° C.; MS(m/e): ... Reactants: CCCCCCCCC=CCCCCCCCC(=O)N(C)CC(=O)O, CCOC(=O)CN, CCN=C=NCCCN(C)C, CCO, CCCCCCCCC=CCCCCCCCC(=O)O, NCC(N)=O. The product is CCCCCCCCC=CCCCCCCCC(=O)NCC(=O)O. As a reaction SMILES: [C:44]([CH2:45][CH2:46][CH2:47][CH2:48][CH2:49][CH2:50][CH2:51][CH:52]=[CH:53][CH2:54][CH2:55][CH2:56][CH2:57][CH2:58][CH2:59][CH2:60][CH3:61])(=[O:62])[N:63]([CH3:64])[CH2:65][C:66](=[O:67])[OH:68].[CH2:1]([O:2][C:3](=[O:4])[CH2:5][NH2:6])[CH3:7].[CH3:28][CH2:29][N:30]=[C:31]=[N:32][CH2:33][CH2:34][CH2:35][N:36]([CH3:37])[CH3:38].[CH3:69][CH2:70][OH:71].[CH3:8][CH2:9][CH2:10][CH2:11][CH2:12][CH2:13][CH2:14][CH2:15][CH:16]=[CH:17][CH2:18][CH2:19][CH2:20][CH2:21][CH2:22][CH2:23][CH2:24][C:25](=[O:26])[OH:27].[NH2:39][CH2:40][C:41](=[O:42])[NH2:43]>>[C:44]([CH2:45][CH2:46][CH2:47][CH2:48][CH2:49][CH2:50][CH2:51][CH:52]=[CH:53][CH2:54][CH2:55][CH2:56][CH2:57][CH2:58][CH2:59][CH2:60][CH3:61])(=[O:62])[NH:63][CH2:65][C:66](=[O:67])[OH:68]. Starting materials: FC(C=1C=C(C=CC1)NC(=O)N1C2=C(CCCC1)C=C(C=C2)OC2=NC=NC(=C2)N=[N+]=[N-])(F)F (7-(6-azido-pyrimidin-4-yloxy)-2,3,4,5-tetrahydro-benzo[b]azepine-1-carboxylic acid (3-trifluoromethyl-phenyl)-amide). The reagents and catalysts are [Pd] (Pd/C). The solvent is C1CCOC1 (THF). Yields the product FC(C=1C=C(C=CC1)NC(=O)N1C2=C(CCCC1)C=C(C=C2)OC2=NC=NC(=C2)N)(F)F (7-(6-Amino-pyrimidin-4-yloxy)-2,3,4,5-tetrahydro-benzo[b]azepine-1-carboxylic acid (3-trifluoromethyl-phenyl)-amide). As a reaction SMILES: [F:1][C:2]([F:34])([F:33])[C:3]1[CH:4]=[C:5]([NH:9][C:10]([N:12]2[CH2:18][CH2:17][CH2:16][CH2:15][C:14]3[CH:19]=[C:20]([O:23][C:24]4[CH:29]=[C:28]([N:30]=[N+]=[N-])[N:27]=[CH:26][N:25]=4)[CH:21]=[CH:22][C:13]2=3)=[O:11])[CH:6]=[CH:7][CH:8]=1>C1COCC1.[Pd]>[F:33][C:2]([F:1])([F:34])[C:3]1[CH:4]=[C:5]([NH:9][C:10]([N:12]2[CH2:18][CH2:17][CH2:16][CH2:15][C:14]3[CH:19]=[C:20]([O:23][C:24]4[CH:29]=[C:28]([NH2:30])[N:27]=[CH:26][N:25]=4)[CH:21]=[CH:22][C:13]2=3)=[O:11])[CH:6]=[CH:7][CH:8]=1. Reported procedure: 0.65 mMol of 7-(6-azido-pyrimidin-4-yloxy)-2,3,4,5-tetrahydro-benzo[b]azepine-1-carboxylic acid (3-trifluoromethyl-phenyl)-amide in 5 ml THF are hydrogenated in the presence of 0.1 g Pd/C (10% Engelhard 4505). Filtration and chromatography (Combi Flash; hexane/EtOAc 19:1→11:9→1:3) of the concentrated filtrate gives the title compound: MS: [M+1]+=444; HPLC: AtRet=10.6; Anal.: C,H,N,F.